describe an organic reaction: reactants, conditions, products, and yield From a dataset of the Open Reaction Database (ORD), a public repository of structured organic reaction records. As a reaction SMILES: [N:1]1([CH2:7][C:8]2[S:9][C:10]([NH:13][CH:14]=[C:15]([C:21]([O:23][CH2:24][CH3:25])=[O:22])[C:16]([O:18][CH2:19][CH3:20])=[O:17])=[CH:11][N:12]=2)[CH2:6][CH2:5][O:4][CH2:3][CH2:2]1.[C:26]([O-])([O-])=O.[K+].[K+].IC>CN(C=O)C>[CH3:26][N:13]([CH:14]=[C:15]([C:21]([O:23][CH2:24][CH3:25])=[O:22])[C:16]([O:18][CH2:19][CH3:20])=[O:17])[C:10]1[S:9][C:8]([CH2:7][N:1]2[CH2:6][CH2:5][O:4][CH2:3][CH2:2]2)=[N:12][CH:11]=1 |f:1.2.3|. Procedure details: To a mixture of diethyl 2-(((2-(morpholin4-ylmethyl)-1,3-thiazol-5-yl)amino)-methylene)malonate (Preparation 28, 1.51 g) and K2CO3 (1.19 g) in DMF (15 mL) at ambient temperature is added iodomethane (0.28 mL). The mixture is heated to 75° C. in a sealed pressure tube and stirred overnight. The solution is cooled to ambient temperature and the solvent is removed. The mixture is diluted with water (75 mL) and extracted with EtOAc (3×75 mL). The organic layer is dried (MgSO4) and the solvent remove... Solvent: CN(C)C=O (DMF). Run at temperature 75 celsius, time 8 hour. The reactants are N1(CCOCC1)CC=1SC(=CN1)NC=C(C(=O)OCC)C(=O)OCC (diethyl 2-(((2-(morpholin4-ylmethyl)-1,3-thiazol-5-yl)amino)-methylene)malonate), C(=O)([O-])[O-].[K+].[K+] (K2CO3), IC (iodomethane). The yield is 62.8%. Yields the product CN(C1=CN=C(S1)CN1CCOCC1)C=C(C(=O)OCC)C(=O)OCC (Diethyl 2-((Methyl(2-(morpholin-4-ylmethyl)-1,3-thiazol-5-yl)amino)methylene)-malonate).